From a dataset of the Open Reaction Database (ORD), a public repository of structured organic reaction records. describe an organic reaction: reactants, conditions, products, and yield Starting materials: CCOc1ncc(I)cc1C(=O)O, CN(C)C=O, O=C(Cl)C(=O)Cl, ClCCl. The product is CCOc1ncc(I)cc1C(N)=O. RXN SMILES: [CH2:7]([CH3:8])[O:9][c:10]1[c:11]([C:12](=[O:13])[OH:14])[cH:15][c:16]([I:19])[cH:17][n:18]1.[CH3:20][N:21]([CH3:22])[CH:23]=[O:24].[Cl:1][C:2]([C:3]([Cl:4])=[O:5])=[O:6].[Cl:25][CH2:26][Cl:27]>>[CH2:7]([CH3:8])[O:9][c:10]1[c:11]([C:12](=[O:13])[NH2:21])[cH:15][c:16]([I:19])[cH:17][n:18]1. Starting materials: CC(=O)O[BH-](OC(C)=O)OC(C)=O, CCOC(=O)C1CCNC1c1cc(C)nc(-n2ccnc2)n1, C=O, CO, CC(=O)O, [Na+], O. The product is CCOC(=O)C1CCN(C)C1c1cc(C)nc(-n2ccnc2)n1. As a reaction SMILES: [C:27]([O:28][BH-:29]([O:30][C:31](=[O:32])[CH3:33])[O:34][C:35](=[O:36])[CH3:37])(=[O:38])[CH3:39].[CH2:1]([CH3:2])[O:3][C:4](=[O:5])[CH:6]1[CH:7]([c:11]2[n:12][c:13](-[n:18]3[cH:19][n:20][cH:21][cH:22]3)[n:14][c:15]([CH3:17])[cH:16]2)[NH:8][CH2:9][CH2:10]1.[CH2:23]=[O:24].[CH3:25][OH:26].[CH3:42][C:43](=[O:44])[OH:45].[Na+:40].[OH2:41]>>[CH2:1]([CH3:2])[O:3][C:4](=[O:5])[CH:6]1[CH:7]([c:11]2[n:12][c:13](-[n:18]3[cH:19][n:20][cH:21][cH:22]3)[n:14][c:15]([CH3:17])[cH:16]2)[N:8]([CH3:27])[CH2:9][CH2:10]1. Starting materials: Brc1cccc2cnccc12, ClCCl, [Na+], O=C([O-])O, O, O=C(OO)c1cccc(Cl)c1. The product is [O-][n+]1ccc2c(Br)cccc2c1. RXN SMILES: [Br:1][c:2]1[c:3]2[cH:4][cH:5][n:6][cH:7][c:8]2[cH:9][cH:10][cH:11]1.[Cl:28][CH2:29][Cl:30].[Na+:27].[O-:23][C:24]([OH:25])=[O:26].[OH2:31].[OH:12][O:13][C:14]([c:15]1[cH:16][c:17]([Cl:18])[cH:19][cH:20][cH:21]1)=[O:22]>>[Br:1][c:2]1[c:3]2[cH:4][cH:5][n+:6]([O-:12])[cH:7][c:8]2[cH:9][cH:10][cH:11]1. Reactants: COC(=O)c1cc(C#N)c(S(C)(=O)=O)s1, C[O-], CO, [Na+]. The product is COC(=O)c1cc(C#N)c(OC)s1. Reaction SMILES: [C:1](#[N:2])[c:3]1[cH:4][c:5]([C:12](=[O:13])[O:14][CH3:15])[s:6][c:7]1[S:8]([CH3:9])(=[O:10])=[O:11].[CH3:16][O-:17].[CH3:19][OH:20].[Na+:18]>>[C:1](#[N:2])[c:3]1[cH:4][c:5]([C:12](=[O:13])[O:14][CH3:15])[s:6][c:7]1[O:17][CH3:16]. Starting materials: fumarate salt, C(\C=C\C(=O)O)(=O)O (fumaric acid), C(C)O (ethanol), CC(C)(C)OC(NCCCC(CC(C)C)NC1=C(C=CC(=C1)C(F)(F)F)C#N)=O (4-[[2-Cyano-5-(trifluoromethyl)phenyl]amino]-6-methylheptylcarbamic acid 1,1-dimethylethyl ester), solution, Cl (hydrogen chloride). Run in O1CCOCC1 (dioxan). Yields the product C(\C=C\C(=O)O)(=O)O.NCCCC(CC(C)C)NC1=C(C#N)C=CC(=C1)C(F)(F)F (2-[[1-(3-Aminopropyl)-3-methylbutyl]amino]-4-(trifluoromethyl)-benzonitrile fumarate), solid. The yield is 31.0%. RXN SMILES: CC(OC(=O)[NH:7][CH2:8][CH2:9][CH2:10][CH:11]([NH:16][C:17]1[CH:22]=[C:21]([C:23]([F:26])([F:25])[F:24])[CH:20]=[CH:19][C:18]=1[C:27]#[N:28])[CH2:12][CH:13]([CH3:15])[CH3:14])(C)C.Cl.[C:31]([OH:38])(=[O:37])/[CH:32]=[CH:33]/[C:34]([OH:36])=[O:35].C(O)C>O1CCOCC1>[C:31]([OH:38])(=[O:37])/[CH:32]=[CH:33]/[C:34]([OH:36])=[O:35].[NH2:7][CH2:8][CH2:9][CH2:10][CH:11]([NH:16][C:17]1[CH:22]=[C:21]([C:23]([F:24])([F:25])[F:26])[CH:20]=[CH:19][C:18]=1[C:27]#[N:28])[CH2:12][CH:13]([CH3:15])[CH3:14] |f:5.6|. Procedure: 4-[[2-Cyano-5-(trifluoromethyl)phenyl]amino]-6-methylheptylcarbamic acid 1,1-dimethylethyl ester (250 mg, 0.6 mmol) was stirred in a 4M solution of hydrogen chloride in dioxan (15 ml) for 3 h. The mixture was then concentrated to dryness and the residue treated with saturated aqueous sodium carbonate (50 ml). The products were extracted into diethyl ether (100 ml), and the extract dried over magnesium sulphate. Concentration of the extract gave a gum that was purified on silica gel eluting with ... Reactants: N1=CC=C(C=C1)N1CCNCC1 (1-(4-pyridyl)piperazine), FC1=CC=C(C#N)C=C1 (4-fluorobenzonitrile), C([O-])([O-])=O.[K+].[K+] (potassium carbonate). Run in CN1C(CCC1)=O (N-methylpyrrolidone). Run at temperature 80 celsius, time 18 hour. Product: N1=CC=C(C=C1)N1CCN(CC1)C1=CC=C(C#N)C=C1 (4-[4-(4-Pyridyl)piperazin-1-yl]benzonitrile). Yield: 27.5%. RXN SMILES: [N:1]1[CH:6]=[CH:5][C:4]([N:7]2[CH2:12][CH2:11][NH:10][CH2:9][CH2:8]2)=[CH:3][CH:2]=1.F[C:14]1[CH:21]=[CH:20][C:17]([C:18]#[N:19])=[CH:16][CH:15]=1.C(=O)([O-])[O-].[K+].[K+]>CN1CCCC1=O>[N:1]1[CH:6]=[CH:5][C:4]([N:7]2[CH2:8][CH2:9][N:10]([C:14]3[CH:21]=[CH:20][C:17]([C:18]#[N:19])=[CH:16][CH:15]=3)[CH2:11][CH2:12]2)=[CH:3][CH:2]=1 |f:2.3.4|. Procedure details: A mixture of 1-(4-pyridyl)piperazine (4.05 g), 4-fluorobenzonitrile (3.00 g) and potassium carbonate (7.00 g) in N-methylpyrrolidone (25 ml) was heated at 80° C. with stirring for 18 hours. The solvent was then evaporated and the residue was partitioned between dichloromethane and water. The organic layer was washed with water, dried over magnesium sulphate and evaporated. The residue was crystallised from ethanol to give the title compound (1.80 g), m.p. 155°-158° C. Found: C,72.50; H,5.96; N,2...